This data is from the Open Reaction Database (ORD), a public repository of structured organic reaction records. The task is: describe an organic reaction: reactants, conditions, products, and yield Reactants: CC1(C)CC(=O)Nc2ccccc21, CC(C)I, [H-], [Na+], CN(C)C=O. Product: CC(C)N1C(=O)CC(C)(C)c2ccccc21. RXN SMILES: [CH3:3][C:4]1([CH3:15])[CH2:5][C:6](=[O:14])[NH:7][c:8]2[cH:9][cH:10][cH:11][cH:12][c:13]21.[CH:16]([CH3:17])([CH3:18])[I:19].[H-:2].[Na+:1].[O:20]=[CH:21][N:22]([CH3:23])[CH3:24]>>[CH3:3][C:4]1([CH3:15])[CH2:5][C:6](=[O:14])[N:7]([CH:16]([CH3:17])[CH3:18])[c:8]2[cH:9][cH:10][cH:11][cH:12][c:13]21. Starting materials: CN1CCN(CCC1)C1CCCC2=CC(=CC=C12)C=O (1-methyl-4-(6-formyl-1,2,3,4-tetrahydro-1-naphthalenyl)homopiperazine), solution, C(CCC)[Li] (n-butyllithium). Reagents/catalysts: [Br-].C[P+](C1=CC=CC=C1)(C1=CC=CC=C1)C1=CC=CC=C1 (methyltriphenyl phosphonium bromide). The solvent is C1CCOC1 (THF), C1CCOC1 (THF), CCCCCC (hexane). Reaction conditions: time 2 hour. Yields the product CN1CCN(CCC1)C1CCCC2=CC(=CC=C12)C=C (1-Methyl-4-(6-vinyl-1,2,3,4-tetrahydro-1-naphthalenyl)homopiperazine). Reaction SMILES: [CH2:1]([Li])CCC.[CH3:6][N:7]1[CH2:13][CH2:12][CH2:11][N:10]([CH:14]2[C:23]3[C:18](=[CH:19][C:20]([CH:24]=O)=[CH:21][CH:22]=3)[CH2:17][CH2:16][CH2:15]2)[CH2:9][CH2:8]1>[Br-].C[P+](C1C=CC=CC=1)(C1C=CC=CC=1)C1C=CC=CC=1.CCCCCC.C1COCC1>[CH3:6][N:7]1[CH2:13][CH2:12][CH2:11][N:10]([CH:14]2[C:23]3[C:18](=[CH:19][C:20]([CH:24]=[CH2:1])=[CH:21][CH:22]=3)[CH2:17][CH2:16][CH2:15]2)[CH2:9][CH2:8]1 |f:2.3|. Reported procedure: A dry flask under nitrogen was charged with 0.25 g (0.69 mmol) of methyltriphenyl phosphonium bromide and 2.1 ml of anhydrous THF. To this suspension at ambient temperature was added 0.30 ml (0.69 mmol) of a 2.3 M solution of n-butyllithium in hexane. This was followed by the addition of a solution of 0.18 g (0.67 mmol) of 1-methyl-4-(6-formyl-1,2,3,4-tetrahydro-1-naphthalenyl)homopiperazine in 1.4 ml THF. After two hours, analysis by 1H-NMR of a worked-up aliquot revealed the presence of the de... Reactants: C(=O)([O-])C(O)C(O)C(=O)[O-].[K+].[Na+] (sodium potassium tartrate), CO (methanol), C(#N)C1=CNC(N1[C@@H]1CC2=CC(=CC(=C2CC1)F)F)=S ((S)-5-cyano-1-(5,7-difluoro-1,2,3,4-tetrahydronaphthalen-2-yl)-1,3-dihydroimidazole-2-thione), C(=O)([O-])C(O)C(O)C(=O)[O-].[K+].[Na+] (sodium potassium tartrate), [H-].[H-].[H-].[H-].[Li+].[Al+3] (LAH). The solvent is C(Cl)Cl (methylene chloride), C1CCOC1 (THF), O (water), C1CCOC1 (THF). Reaction conditions: temperature 0 celsius, time 30 minute. Product: NCC1=CNC(N1[C@@H]1CC2=CC(=CC(=C2CC1)F)F)=S ((S)-5-aminomethyl-1-(5,7-difluoro-1,2,3,4-tetrahydronaphthalen-2-yl)-1,3-dihydroimidazole-2-thione). Yield: 58.8%. RXN SMILES: [C:1]([C:3]1[N:7]([C@H:8]2[CH2:17][CH2:16][C:15]3[C:10](=[CH:11][C:12]([F:19])=[CH:13][C:14]=3[F:18])[CH2:9]2)[C:6](=[S:20])[NH:5][CH:4]=1)#[N:2].[H-].[H-].[H-].[H-].[Li+].[Al+3].C(C(C(C([O-])=O)O)O)([O-])=O.[K+].[Na+].CO>C1COCC1.C(Cl)Cl.O>[NH2:2][CH2:1][C:3]1[N:7]([C@H:8]2[CH2:17][CH2:16][C:15]3[C:10](=[CH:11][C:12]([F:19])=[CH:13][C:14]=3[F:18])[CH2:9]2)[C:6](=[S:20])[NH:5][CH:4]=1 |f:1.2.3.4.5.6,7.8.9|. Reported procedure: A solution of (S)-5-cyano-1-(5,7-difluoro-1,2,3,4-tetrahydronaphthalen-2-yl)-1,3-dihydroimidazole-2-thione (5.0 g, 0.017 mol), prepared as in Example 19, in 75 mL of THF was stirred under argon in an ice bath and a solution of LAH in THF (1.0M, 34.3 mL, 34.3 mmol) was added dropwise over 10 minutes. The mixture was cooled to 0° C., stirred for 30 minutes, allowed to warm to room temperature, and let stand for 1.5 hours. The mixture was cooled to 0° C. and then a sufficient amount of saturated so... The reactants are FC1=CC=C(C=C1)C1=CC(=NC2=CC(=CC=C12)CN1N=NC(=C1)[C@@](CC)(C(F)(F)F)O)C(C)=O ((S)-1-[4-(4-fluorophenyl)-7-({4-[1-hydroxy-1-(trifluoromethyl)propyl]-1H-1,2,3-triazol-1-yl}methyl)quinolin-2-yl]ethanone), C[Mg]Br (methylmagnesium bromide), CCOCC (ether). Run in C1CCOC1 (THF). The product is FC([C@@](CC)(O)C=1N=NN(C1)CC1=CC=C2C(=CC(=NC2=C1)C(C)(C)O)C1=CC=C(C=C1)F)(F)F ((S)-1,1,1-trifluoro-2-(1-{[4-(4-fluorophenyl)-2-(1-hydroxy-1-methylethyl)quinolin-7-yl]methyl}-1H-1,2,3-triazol-4-yl)butan-2-ol). RXN SMILES: [F:1][C:2]1[CH:7]=[CH:6][C:5]([C:8]2[C:17]3[C:12](=[CH:13][C:14]([CH2:18][N:19]4[CH:23]=[C:22]([C@:24]([OH:31])([C:27]([F:30])([F:29])[F:28])[CH2:25][CH3:26])[N:21]=[N:20]4)=[CH:15][CH:16]=3)[N:11]=[C:10]([C:32](=[O:34])[CH3:33])[CH:9]=2)=[CH:4][CH:3]=1.[CH3:35][Mg]Br.CCOCC>C1COCC1>[F:28][C:27]([F:29])([F:30])[C@:24]([C:22]1[N:21]=[N:20][N:19]([CH2:18][C:14]2[CH:13]=[C:12]3[C:17]([C:8]([C:5]4[CH:4]=[CH:3][C:2]([F:1])=[CH:7][CH:6]=4)=[CH:9][C:10]([C:32]([OH:34])([CH3:35])[CH3:33])=[N:11]3)=[CH:16][CH:15]=2)[CH:23]=1)([OH:31])[CH2:25][CH3:26]. Reported procedure: To a solution of (S)-1-[4-(4-fluorophenyl)-7-({4-[1-hydroxy-1-(trifluoromethyl)propyl]-1H-1,2,3-triazol-1-yl}methyl)quinolin-2-yl]ethanone (100 mg, 0.21 mmol) in THF (5 mL) at −78° C. was added methylmagnesium bromide 3M in ether (210 μL, 0.63 mmole). The reaction was warmed up to rt over 2 h and quenched with saturated aqueous NH4Cl and extracted with EtOAc. The combined organic layers were washed with brine, dried over Na2SO4, filtered and concentrated under reduce pressure. Purification on si...